This data is from the Open Reaction Database (ORD), a public repository of structured organic reaction records. The task is: describe an organic reaction: reactants, conditions, products, and yield Reactants: OC(C#CC(=O)OCC)C1=C(C=CC=C1)[N+](=O)[O-] (ethyl 4-hydroxy-4-(2-nitrophenyl)-2-butynoate), COC1=CC=C(CN=[N+]=[N-])C=C1 (4-methoxybenzylazide). Solvent: C1(=CC=CC=C1)C (toluene). Conditions: temperature 100 celsius. Product: OC(C1=C(N=NN1CC1=CC=C(C=C1)OC)C(=O)OCC)C1=C(C=CC=C1)[N+](=O)[O-] (ethyl 5-[hydroxy-(2-nitrophenyl)methyl]-1-(4-methoxybenzyl)-1,2, 3-triazole-4-carboxylate). RXN SMILES: [OH:1][CH:2]([C:10]1[CH:15]=[CH:14][CH:13]=[CH:12][C:11]=1[N+:16]([O-:18])=[O:17])[C:3]#[C:4][C:5]([O:7][CH2:8][CH3:9])=[O:6].[CH3:19][O:20][C:21]1[CH:30]=[CH:29][C:24]([CH2:25][N:26]=[N+:27]=[N-:28])=[CH:23][CH:22]=1>C1(C)C=CC=CC=1>[OH:1][CH:2]([C:10]1[CH:15]=[CH:14][CH:13]=[CH:12][C:11]=1[N+:16]([O-:18])=[O:17])[C:3]1[N:26]([CH2:25][C:24]2[CH:29]=[CH:30][C:21]([O:20][CH3:19])=[CH:22][CH:23]=2)[N:27]=[N:28][C:4]=1[C:5]([O:7][CH2:8][CH3:9])=[O:6]. Reported procedure: To a solution of diisopropylamine (6.6 ml, 47.1 mmole) in tetrahydrofuran (80 ml) at -78° C. under an argon atmosphere was added 2.5 N butyllithium (17.4 ml, 43.5 mmole), and the mixture was stirred for 30 minutes. To this reaction mixture were next added a solution of ethyl propionate (4.0 ml, 39.5 mmole) in tetrahydrofuran (20 ml) and a solution of 2-nitrobenzaldehyde (4.0 g, 26.5 mmole) in tetrahydrofuran (20 ml) in this sequence, and the resulting mixture was further stirred at -78° C. for 3... Starting materials: COC1=CC=C(C=C1)CN1C(C(OC2(CCN(CC2)C(=O)OC(C)(C)C)C1)C1=CC=CC=C1)=O (tert-butyl 10-[(4-methoxyphenyl)methyl]-9-oxo-8-phenyl-7-oxa-3,10-diazaspiro[5.5]undecane-3-carboxylate), O (water), ceric ammonium nitrate, Cl (HCl), ceric ammonium nitrate, Cl (HCl). Solvent: C(C)#N (acetonitrile). Run at time 2 hour. Product: Cl.C1(=CC=CC=C1)C1C(NCC2(CCNCC2)O1)=O (10-phenyl-11-oxa-3,8-diazaspiro[5.5]undecan-9-one hydrochloride salt). Isolated yield 100.0%. RXN SMILES: COC1C=CC(C[N:10]2[CH2:27][C:14]3([CH2:19][CH2:18][N:17](C(OC(C)(C)C)=O)[CH2:16][CH2:15]3)[O:13][CH:12]([C:28]3[CH:33]=[CH:32][CH:31]=[CH:30][CH:29]=3)[C:11]2=[O:34])=CC=1.O.[ClH:36]>C(#N)C>[ClH:36].[C:28]1([CH:12]2[O:13][C:14]3([CH2:15][CH2:16][NH:17][CH2:18][CH2:19]3)[CH2:27][NH:10][C:11]2=[O:34])[CH:29]=[CH:30][CH:31]=[CH:32][CH:33]=1 |f:4.5|. Procedure details: To tert-butyl 10-[(4-methoxyphenyl)methyl]-9-oxo-8-phenyl-7-oxa-3,10-diazaspiro[5.5]undecane-3-carboxylate (215 mg, 0.46 mmol) in acetonitrile (2.5 mL) was added water (2.5 mL) followed by the addition of ceric ammonium nitrate (500 mg, 0.91 mmol). The reaction mixture was stirred for 2 hours. After this time, a further aliquot of ceric ammonium nitrate (250 mg, 0.46 mmol) was added and the reaction mixture was stirred for an additional 45 minutes, it was then diluted with 1M aq. HCl, extracted ... Reactants: C=1C=CC2=C(C1)N=NN2O (HOBT), C(C)(C)N(CC)C(C)C (IPEA), FC(C(=O)O)(F)F.COC1=C(C=CC(=N1)/C=C/C(=O)O)N1C=NC(=C1)C ((E)-3-[6-methoxy-5-(4-methyl-1H-imidazol-1-yl)pyridin-2-yl]acrylic acid trifluoroacetate), NN1C(C(CCC1)C1=C(C=CC=C1)C(F)(F)F)=O (1-amino-3-(2-trifluoromethylphenyl)piperidin-2-one), C([O-])(O)=O.[Na+] (sodium bicarbonate). The solvent is CN(C)C=O (DMF), C(CCl)Cl (EDC), C(C)(=O)OCC (ethyl acetate). Conditions: time 14 hour. The product is COC1=C(C=CC(=N1)/C=C/C(=O)NN1C(C(CCC1)C1=C(C=CC=C1)C(F)(F)F)=O)N1C=NC(=C1)C ((E)-3-[6-methoxy-5-(4-methyl-1H-imidazol-1-yl)pyridin-2-yl]-N-[2-oxo-3-(2-trifluoromethylphenyl)piperidin-1-yl]acrylamide). Yield: 84.8%. As a reaction SMILES: C1C=CC2N(O)N=NC=2C=1.C(N(C(C)C)CC)(C)C.FC(F)(F)C(O)=O.[CH3:27][O:28][C:29]1[N:34]=[C:33](/[CH:35]=[CH:36]/[C:37]([OH:39])=O)[CH:32]=[CH:31][C:30]=1[N:40]1[CH:44]=[C:43]([CH3:45])[N:42]=[CH:41]1.[NH2:46][N:47]1[CH2:52][CH2:51][CH2:50][CH:49]([C:53]2[CH:58]=[CH:57][CH:56]=[CH:55][C:54]=2[C:59]([F:62])([F:61])[F:60])[C:48]1=[O:63].C(=O)(O)[O-].[Na+]>CN(C=O)C.C(OCC)(=O)C.C(Cl)CCl>[CH3:27][O:28][C:29]1[N:34]=[C:33](/[CH:35]=[CH:36]/[C:37]([NH:46][N:47]2[CH2:52][CH2:51][CH2:50][CH:49]([C:53]3[CH:58]=[CH:57][CH:56]=[CH:55][C:54]=3[C:59]([F:60])([F:61])[F:62])[C:48]2=[O:63])=[O:39])[CH:32]=[CH:31][C:30]=1[N:40]1[CH:44]=[C:43]([CH3:45])[N:42]=[CH:41]1 |f:2.3,5.6|. Reported procedure: EDC (834 mg), HOBT (588 mg) and IPEA (2.03 mL) were added to a suspension of (E)-3-[6-methoxy-5-(4-methyl-1H-imidazol-1-yl)pyridin-2-yl]acrylic acid trifluoroacetate (1.42 g) and 1-amino-3-(2-trifluoromethylphenyl)piperidin-2-one (750 mg) in DMF (30 mL). The reaction mixture was stirred at room temperature for 14 hours. Then, saturated aqueous sodium bicarbonate and ethyl acetate were added to the reaction solution, and the organic layer was separated. The resulting organic layer was dried over ... The reactants are CO, COC=O, [N-]=[N+]=[N-], [Na+], O, c1ccc(CCOCC2CO2)cc1. The product is [N-]=[N+]=NCC(O)COCCc1ccccc1. RXN SMILES: [CH3:22][OH:23].[CH:18]([O:19][CH3:20])=[O:21].[N-:15]=[N+:16]=[N-:17].[Na+:14].[OH2:24].[c:1]1([CH2:7][CH2:8][O:9][CH2:10][CH:11]2[O:12][CH2:13]2)[cH:2][cH:3][cH:4][cH:5][cH:6]1>>[c:1]1([CH2:7][CH2:8][O:9][CH2:10][CH:11]([OH:12])[CH2:13][N:15]=[N+:16]=[N-:17])[cH:2][cH:3][cH:4][cH:5][cH:6]1. Reactants: FC=1C(=C(C=C(C1)C1=CC=C(C=C1)C(F)(F)F)C(=O)O)OC (5-Fluoro-4-methoxy-4′-trifluoromethyl-biphenyl-3-carboxylic acid), ClC=1C=C(C=CC1F)C1=CC=C(C=C1)C[C@H](C1=NC(=NO1)C)N (2-(3′-chloro-4′-fluoro-biphenyl-4-yl)-1-(R)-(3-methyl-[1,2,4]oxadiazol-5-yl)-ethylamine). The product is ClC=1C=C(C=CC1F)C1=CC=C(C=C1)C[C@H](C1=NC(=NO1)C)NC(=O)C=1C=C(C=C(C1OC)F)C1=CC=C(C=C1)C(F)(F)F (5-Fluoro-4-methoxy-4′-trifluoromethyl-biphenyl-3-carboxylic acid [2-(3′-chloro-4′-fluoro-biphenyl-4-yl)-1-(R)-(3-methyl-[1,2,4]oxadiazol-5-yl)-ethyl]-amide). As a reaction SMILES: [F:1][C:2]1[C:3]([O:21][CH3:22])=[C:4]([C:18]([OH:20])=O)[CH:5]=[C:6]([C:8]2[CH:13]=[CH:12][C:11]([C:14]([F:17])([F:16])[F:15])=[CH:10][CH:9]=2)[CH:7]=1.[Cl:23][C:24]1[CH:25]=[C:26]([C:31]2[CH:36]=[CH:35][C:34]([CH2:37][C@@H:38]([NH2:45])[C:39]3[O:43][N:42]=[C:41]([CH3:44])[N:40]=3)=[CH:33][CH:32]=2)[CH:27]=[CH:28][C:29]=1[F:30]>>[Cl:23][C:24]1[CH:25]=[C:26]([C:31]2[CH:36]=[CH:35][C:34]([CH2:37][C@@H:38]([NH:45][C:18]([C:4]3[CH:5]=[C:6]([C:8]4[CH:9]=[CH:10][C:11]([C:14]([F:17])([F:16])[F:15])=[CH:12][CH:13]=4)[CH:7]=[C:2]([F:1])[C:3]=3[O:21][CH3:22])=[O:20])[C:39]3[O:43][N:42]=[C:41]([CH3:44])[N:40]=3)=[CH:33][CH:32]=2)[CH:27]=[CH:28][C:29]=1[F:30]. Procedure: 5-Fluoro-4-methoxy-4′-trifluoromethyl-biphenyl-3-carboxylic acid [2-(3′-chloro-4′-fluoro-biphenyl-4-yl)-1-(R)-(3-methyl-[1,2,4]oxadiazol-5-yl)-ethyl]-amide was prepared from 5-Fluoro-4-methoxy-4′-trifluoromethyl-biphenyl-3-carboxylic acid (0.06 g, 0.19 mmol) and 2-(3′-chloro-4′-fluoro-biphenyl-4-yl)-1-(R)-(3-methyl-[1,2,4]oxadiazol-5-yl)-ethylamine (0.063 g, 0.19 mmol) following general procedure A. Reactants: N([C@@H](CC(C)C)C(=O)N[C@@H](CC(OC(C)(C)C)=O)C(=O)N[C@@H](CC(C)C)C(=O)N[C@@H](C)C(=O)CCl)C(=O)OCC1=CC=CC=C1 (Z-Leu-Asp(OtBu)-Leu-Ala-CH2Cl), FC(C(=O)O)(F)F (trifluoroacetic acid). Run in C(Cl)Cl (methylene chloride). Product: N([C@@H](CC(C)C)C(=O)N[C@@H](CC(O)=O)C(=O)N[C@@H](CC(C)C)C(=O)N[C@@H](C)C(=O)CCl)C(=O)OCC1=CC=CC=C1 (Z-Leu-Asp-Leu-Ala-CH2Cl). Yield: 78.7%. Reaction SMILES: [NH:1]([C:36]([O:38][CH2:39][C:40]1[CH:45]=[CH:44][CH:43]=[CH:42][CH:41]=1)=[O:37])[C@H:2]([C:7]([NH:9][C@H:10]([C:19]([NH:21][C@H:22]([C:27]([NH:29][C@H:30]([C:32]([CH2:34][Cl:35])=[O:33])[CH3:31])=[O:28])[CH2:23][CH:24]([CH3:26])[CH3:25])=[O:20])[CH2:11][C:12](=[O:18])[O:13]C(C)(C)C)=[O:8])[CH2:3][CH:4]([CH3:6])[CH3:5].FC(F)(F)C(O)=O>C(Cl)Cl>[NH:1]([C:36]([O:38][CH2:39][C:40]1[CH:41]=[CH:42][CH:43]=[CH:44][CH:45]=1)=[O:37])[C@H:2]([C:7]([NH:9][C@H:10]([C:19]([NH:21][C@H:22]([C:27]([NH:29][C@H:30]([C:32]([CH2:34][Cl:35])=[O:33])[CH3:31])=[O:28])[CH2:23][CH:24]([CH3:26])[CH3:25])=[O:20])[CH2:11][C:12](=[O:13])[OH:18])=[O:8])[CH2:3][CH:4]([CH3:5])[CH3:6]. Procedure: The Z-Leu-Asp(OtBu)-Leu-Ala-CH2Cl (0.653 g) in methylene chloride (5 mL) was stirred with trifluoroacetic acid (5 mL) at room temp for 2 h. After removal of the volatile species, the residue was triturated with diethyl ether to yield Z-Leu-Asp-Leu-Ala-CH2Cl as white powder (0.47 g).